Dataset: the Open Reaction Database (ORD), a public repository of structured organic reaction records. Task: describe an organic reaction: reactants, conditions, products, and yield Reactants: CCCO, CCOC(C)=O, O, CC(Nc1nccc(-n2cnc3cc(I)ccc32)n1)c1ccccc1, OB(O)c1ccccc1, c1ccc(P(c2ccccc2)(c2ccccc2)[Pd](P(c2ccccc2)(c2ccccc2)c2ccccc2)(P(c2ccccc2)(c2ccccc2)c2ccccc2)P(c2ccccc2)(c2ccccc2)c2ccccc2)cc1. The product is CC(Nc1nccc(-n2cnc3cc(-c4ccccc4)ccc32)n1)c1ccccc1. Reaction SMILES: [CH2:36]([OH:37])[CH2:38][CH3:39].[CH3:117][CH2:118][O:119][C:120](=[O:121])[CH3:122].[OH2:35].[c:1]1([CH:7]([CH3:8])[NH:9][c:10]2[n:11][cH:12][cH:13][c:14](-[n:16]3[cH:17][n:18][c:19]4[c:20]3[cH:21][cH:22][c:23]([I:25])[cH:24]4)[n:15]2)[cH:2][cH:3][cH:4][cH:5][cH:6]1.[c:26]1([B:32]([OH:33])[OH:34])[cH:27][cH:28][cH:29][cH:30][cH:31]1.[cH:40]1[cH:41][cH:42][c:43]([P:44]([Pd:45]([P:46]([c:47]2[cH:48][cH:49][cH:50][cH:51][cH:52]2)([c:53]2[cH:54][cH:55][cH:56][cH:57][cH:58]2)[c:59]2[cH:60][cH:61][cH:62][cH:63][cH:64]2)([P:65]([c:66]2[cH:67][cH:68][cH:69][cH:70][cH:71]2)([c:72]2[cH:73][cH:74][cH:75][cH:76][cH:77]2)[c:78]2[cH:79][cH:80][cH:81][cH:82][cH:83]2)[P:84]([c:85]2[cH:86][cH:87][cH:88][cH:89][cH:90]2)([c:91]2[cH:92][cH:93][cH:94][cH:95][cH:96]2)[c:97]2[cH:98][cH:99][cH:100][cH:101][cH:102]2)([c:103]2[cH:104][cH:105][cH:106][cH:107][cH:108]2)[c:109]2[cH:110][cH:111][cH:112][cH:113][cH:114]2)[cH:115][cH:116]1>>[c:1]1([CH:7]([CH3:8])[NH:9][c:10]2[n:11][cH:12][cH:13][c:14](-[n:16]3[cH:17][n:18][c:19]4[c:20]3[cH:21][cH:22][c:23](-[c:26]3[cH:27][cH:28][cH:29][cH:30][cH:31]3)[cH:24]4)[n:15]2)[cH:2][cH:3][cH:4][cH:5][cH:6]1.